From a dataset of the Open Reaction Database (ORD), a public repository of structured organic reaction records. describe an organic reaction: reactants, conditions, products, and yield Reactants: ClCCl, O=Cc1ccccc1, [Mg+2], O=S(=O)([O-])[O-], NCCC(O)(c1ccccc1)c1ccccc1. Product: c1ccc(C2NCCC(c3ccccc3)(c3ccccc3)O2)cc1. RXN SMILES: [CH2:32]([Cl:33])[Cl:34].[CH:24](=[O:25])[c:26]1[cH:27][cH:28][cH:29][cH:30][cH:31]1.[Mg+2:18].[O-:19][S:20](=[O:21])(=[O:22])[O-:23].[OH:1][C:2]([CH2:3][CH2:4][NH2:5])([c:6]1[cH:7][cH:8][cH:9][cH:10][cH:11]1)[c:12]1[cH:13][cH:14][cH:15][cH:16][cH:17]1>>[O:1]1[C:2]([c:6]2[cH:7][cH:8][cH:9][cH:10][cH:11]2)([c:12]2[cH:13][cH:14][cH:15][cH:16][cH:17]2)[CH2:3][CH2:4][NH:5][CH:24]1[c:26]1[cH:27][cH:28][cH:29][cH:30][cH:31]1. Starting materials: BrC=1C=NC=C(C(=O)OCC)C1 (ethyl 5-bromonicotinate), C(C)C1=CC=C(C=C1)B(O)O (4-ethylphenylboronic acid). Yields the product C(C)C1=CC=C(C=C1)C=1C=C(C=NC1)C(=O)OCC (Ethyl 5-(4-ethylphenyl)pyridine-3-carboxylate). As a reaction SMILES: Br[C:2]1[CH:3]=[N:4][CH:5]=[C:6]([CH:12]=1)[C:7]([O:9][CH2:10][CH3:11])=[O:8].[CH2:13]([C:15]1[CH:20]=[CH:19][C:18](B(O)O)=[CH:17][CH:16]=1)[CH3:14]>>[CH2:13]([C:15]1[CH:20]=[CH:19][C:18]([C:2]2[CH:12]=[C:6]([C:7]([O:9][CH2:10][CH3:11])=[O:8])[CH:5]=[N:4][CH:3]=2)=[CH:17][CH:16]=1)[CH3:14]. Reported procedure: According to General Method 1A, 29 g (126 mmol) of ethyl 5-bromonicotinate and 23 g (152 mmol, 1.2 eq.) of 4-ethylphenylboronic acid were reacted. Yield: 32 g (82% of theory) Reactants: [Al+3], CN1C(=O)c2ccccc2CC1c1ccc(C(C)(C)C)cc1, C1CCOC1, [H-], [H-], [H-], [H-], [Li+], [Na+], [OH-], O. Product: CN1Cc2ccccc2CC1c1ccc(C(C)(C)C)cc1. RXN SMILES: [Al+3:2].[C:7]([CH3:8])([CH3:9])([CH3:10])[c:11]1[cH:12][cH:13][c:14]([CH:17]2[N:18]([CH3:28])[C:19](=[O:27])[c:20]3[cH:21][cH:22][cH:23][cH:24][c:25]3[CH2:26]2)[cH:15][cH:16]1.[CH2:31]1[O:32][CH2:33][CH2:34][CH2:35]1.[H-:1].[H-:4].[H-:5].[H-:6].[Li+:3].[Na+:30].[OH-:29].[OH2:36]>>[C:7]([CH3:8])([CH3:9])([CH3:10])[c:11]1[cH:12][cH:13][c:14]([CH:17]2[N:18]([CH3:28])[CH2:19][c:20]3[cH:21][cH:22][cH:23][cH:24][c:25]3[CH2:26]2)[cH:15][cH:16]1. Starting materials: CC1=C(C=CC(=O)O)C=CC=C1 (o-methylcinnamic acid), C1(=CC=CC=C1)CCO (2-phenylethanol). Reagents/catalysts: C1(=CC=C(C=C1)S(=O)(=O)O)C (p-toluenesulfonic acid). Run in C1(=CC=CC=C1)C (toluene). Conditions: time 15 hour. Product: CC1=C(C=CC(=O)OCCC2=CC=CC=C2)C=CC=C1 (phenylethyl o-methylcinnamate). The yield is 74.0%. Reaction SMILES: [CH3:1][C:2]1[CH:12]=[CH:11][CH:10]=[CH:9][C:3]=1[CH:4]=[CH:5][C:6]([OH:8])=[O:7].[C:13]1([CH2:19][CH2:20]O)[CH:18]=[CH:17][CH:16]=[CH:15][CH:14]=1>C1(C)C=CC(S(O)(=O)=O)=CC=1.C1(C)C=CC=CC=1>[CH3:1][C:2]1[CH:12]=[CH:11][CH:10]=[CH:9][C:3]=1[CH:4]=[CH:5][C:6]([O:8][CH2:20][CH2:19][C:13]1[CH:18]=[CH:17][CH:16]=[CH:15][CH:14]=1)=[O:7]. Procedure: A solution of 324.0 g (2.00 moles) of o-methylcinnamic acid, 428.0 g (3.5 moles) of 2-phenylethanol, 10.0 g (0.058 moles) of p-toluenesulfonic acid and 1,200 ml of toluene was refluxed under a water separator. After 15 hours, the calculated amount of water had separated off. The reaction solution was washed first with water and then with saturated sodium bicarbonate solution. The combined washwater was extracted once with ether, and the ether phase was combined with the organic phase. The combin... Starting materials: [H-].[Na+] (NaH), [Br-].BrC1=CC=C(C[P+](C2=CC=CC=C2)(C2=CC=CC=C2)C2=CC=CC=C2)C=C1 ((4-bromobenzyl)triphenyl-phosphonium bromide), [Si](C)(C)(C(C)(C)C)OCC1(N=C(OC1)C)C=O (4-(t-butyidimethylsilanyloxymethyl)-2-methyl-4,5-dihydrooxazole-4-carbaldehyde). Run in C1CCOC1 (THF), C1CCOC1 (THF). Run at time 30 minute. Yields the product BrC1=CC=C(C=C1)C=CC1(N=C(OC1)C)CO[Si](C)(C)C(C)(C)C (4-[2-(4-Bromophenyl)vinyl]-4-(t-butyldimethylsilanyloxymethyl)-2-methyl-4,5-dihydrooxazole). RXN SMILES: [Br-].[Br:2][C:3]1[CH:28]=[CH:27][C:6]([CH2:7][P+](C2C=CC=CC=2)(C2C=CC=CC=2)C2C=CC=CC=2)=[CH:5][CH:4]=1.[H-].[Na+].[Si:31]([O:38][CH2:39][C:40]1([CH:46]=O)[CH2:44][O:43][C:42]([CH3:45])=[N:41]1)([C:34]([CH3:37])([CH3:36])[CH3:35])([CH3:33])[CH3:32]>C1COCC1>[Br:2][C:3]1[CH:4]=[CH:5][C:6]([CH:7]=[CH:46][C:40]2([CH2:39][O:38][Si:31]([C:34]([CH3:37])([CH3:36])[CH3:35])([CH3:32])[CH3:33])[CH2:44][O:43][C:42]([CH3:45])=[N:41]2)=[CH:27][CH:28]=1 |f:0.1,2.3|. Reported procedure: To a suspension of (4-bromobenzyl)triphenyl-phosphonium bromide (6 mmol) in dry THF (25 mL) is added NaH (6 mmol) in portions. After stirring at room temperature for 30 min, a solution of 4-(t-butyidimethylsilanyloxymethyl)-2-methyl-4,5-dihydrooxazole-4-carbaldehyde (prepared according to Scheme 3 using well-known chemistry in the art) (5 mmol) in THF (10 mL) is added in one portion. The mixture is stirred at room temperature for 12 h. After concentration, the residue is treated with EtOAc/hexan... The reactants are [H-].[Na+] (sodium hydride), FC1=C(CN2C(=CC=C2C)C(O)C2CCN(CC2)C)C=CC=C1 ([1-(2-fluorobenzyl)-5-methylpyrrol-2-yl][(1-methyl)piperidin-4-yl]methanol). Solvent: same solvent. Reaction conditions: temperature 70 celsius. The product is CC1=CC=C2C(OC3=C(CN21)C=CC=C3)C3CCN(CC3)C (3-Methyl-11-[(1-methyl)piperidin-4-yl]-5H,11H-pyrrolo[2,1-c][1,4]benzoxazepine). Reaction SMILES: [H-].[Na+].F[C:4]1[CH:25]=[CH:24][CH:23]=[CH:22][C:5]=1[CH2:6][N:7]1[C:11]([CH3:12])=[CH:10][CH:9]=[C:8]1[CH:13]([CH:15]1[CH2:20][CH2:19][N:18]([CH3:21])[CH2:17][CH2:16]1)[OH:14]>>[CH3:12][C:11]1[N:7]2[C:8]([CH:13]([CH:15]3[CH2:20][CH2:19][N:18]([CH3:21])[CH2:17][CH2:16]3)[O:14][C:4]3[CH:25]=[CH:24][CH:23]=[CH:22][C:5]=3[CH2:6]2)=[CH:9][CH:10]=1 |f:0.1|. Reported procedure: To a suspension of sodium hydride (3.20 g, 60% dispersion in oil, washed twice with hexane) in 20 ml dimethylformamide/benzene (20:80) was added a solution of [1-(2-fluorobenzyl)-5-methylpyrrol-2-yl][(1-methyl)piperidin-4-yl]methanol (15.45 g, 0.088 mole) in 80 ml of the same solvent. This was heated at 70° C. for 5 hours. Starting materials: [H][H] (hydrogen), C(C=C)(=O)O.CC(C)(C)C1=CC=C(C=C1)C=1N=NN(N1)C(C)(C)C (1,1-dimethylethyl 4-[2-(1,1-dimethylethyl)-2H-tetrazol-5-yl]benzene propenoate), [H][H] (hydrogen). The reagents and catalysts are [Pd] (Pd). Solvent: C(C)O (ethanol). Product: CC(C)(OC(CCC1=CC=C(C=C1)C=1N=NN(N1)C(C)(C)C)=O)C (5-[4-(3-(1,1-dimethylethoxy)-3-oxopropyl)phenyl]-2-(1,1-dimethylethyl)-2H-tetrazole). Isolated yield 157.1%. RXN SMILES: [C:1]([OH:5])(=[O:4])[CH:2]=[CH2:3].CC([C:10]1[CH:15]=[CH:14][C:13]([C:16]2[N:17]=[N:18][N:19]([C:21]([CH3:24])([CH3:23])[CH3:22])[N:20]=2)=[CH:12][CH:11]=1)(C)C.[H][H]>C(O)C.[Pd]>[CH3:12][C:13]([CH3:16])([O:4][C:1](=[O:5])[CH2:2][CH2:3][C:10]1[CH:15]=[CH:14][C:13]([C:16]2[N:17]=[N:18][N:19]([C:21]([CH3:23])([CH3:22])[CH3:24])[N:20]=2)=[CH:12][CH:11]=1)[CH3:14] |f:0.1|. Procedure: A suspension of 1,1-dimethylethyl 4-[2-(1,1-dimethylethyl)-2H-tetrazol-5-yl]benzene propenoate (1.6 g. 5.6 mmol) and 100 mg of 10% Pd/c in ethanol (17 mL) was stirred under a blanket of hydrogen (1 atm). After hydrogen uptake ceased, the mixture was filtered through a pad of Celite washing with ethanol (30 mL). The filtrate was concentrated to give 5-[4-(3-(1,1-dimethylethoxy)-3-oxopropyl)phenyl]-2-(1,1-dimethylethyl)-2H-tetrazole (1.2 g. 4.4 mmol) in 78% yield. Reactants: FC(C=1C=C(C=CC1)OS(=O)(=O)C1=CC=C(C=C1)C)(F)F (toluene-4-sulfonic acid 3-trifluoromethyl-phenyl ester), C(CCC#C)C1=CC=CC=C1 (pent-4-ynyl-benzene). Solvent: CCCCCCC (heptane). Yields the product C1(=CC=CC=C1)CCCC#CC1=CC(=CC=C1)C(F)(F)F (1-(5-Phenyl-pent-1-ynyl)-3-trifluoromethyl-benzene). RXN SMILES: [F:1][C:2]([F:21])([F:20])[C:3]1[CH:4]=[C:5](OS(C2C=CC(C)=CC=2)(=O)=O)[CH:6]=[CH:7][CH:8]=1.[CH2:22]([C:27]1[CH:32]=[CH:31][CH:30]=[CH:29][CH:28]=1)[CH2:23][CH2:24][C:25]#[CH:26]>CCCCCCC>[C:27]1([CH2:22][CH2:23][CH2:24][C:25]#[C:26][C:5]2[CH:6]=[CH:7][CH:8]=[C:3]([C:2]([F:1])([F:20])[F:21])[CH:4]=2)[CH:32]=[CH:31][CH:30]=[CH:29][CH:28]=1. Procedure: This product was prepared from toluene-4-sulfonic acid 3-trifluoromethyl-phenyl ester and pent-4-ynyl-benzene following the general procedure for the Sonogashira cross-coupling process described above. Chromatography eluent: heptane; yield (140 mg, 97%); 1H NMR δ (CDCl3): 7.66 (s, 1H), 7.61-7.7.49 (m, 2H), 7.46-7.36 (m, 1H), 7.35-7.16 (m, 5H), 2.79 (t, J=7.15 Hz, 2H), 2.43 (t, J=7.20 Hz, 2H), 1.93 (p, J=7.11 Hz, 2H); LCMS m/z: 288. Reactants: COCCOC, [O-][n+]1nc(Cl)nc2cc3c(cc21)CCC3, NCCCO. The product is [O-][n+]1nc(NCCCO)nc2cc3c(cc21)CCC3. RXN SMILES: [CH3:21][O:22][CH2:23][CH2:24][O:25][CH3:26].[Cl:6][c:7]1[n:8][n+:9]([O-:20])[c:10]2[c:11]([n:12]1)[cH:13][c:14]1[c:18]([cH:19]2)[CH2:17][CH2:16][CH2:15]1.[NH2:1][CH2:2][CH2:3][CH2:4][OH:5]>>[NH:1]([CH2:2][CH2:3][CH2:4][OH:5])[c:7]1[n:8][n+:9]([O-:20])[c:10]2[c:11]([n:12]1)[cH:13][c:14]1[c:18]([cH:19]2)[CH2:17][CH2:16][CH2:15]1. Reactants: Cc1c(C(=O)OC(C)(C)C)oc2cccc(-c3ccccc3)c12, ClCCl, O=C(O)C(F)(F)F. The product is Cc1c(C(=O)O)oc2cccc(-c3ccccc3)c12. RXN SMILES: [C:1]([CH3:2])([CH3:3])([CH3:4])[O:5][C:6](=[O:7])[c:8]1[o:9][c:10]2[c:11]([c:12]1[CH3:13])[c:14](-[c:18]1[cH:19][cH:20][cH:21][cH:22][cH:23]1)[cH:15][cH:16][cH:17]2.[Cl:31][CH2:32][Cl:33].[F:24][C:25]([F:26])([F:27])[C:28]([OH:29])=[O:30]>>[O:5]=[C:6]([OH:7])[c:8]1[o:9][c:10]2[c:11]([c:12]1[CH3:13])[c:14](-[c:18]1[cH:19][cH:20][cH:21][cH:22][cH:23]1)[cH:15][cH:16][cH:17]2.